This data is from the Open Reaction Database (ORD), a public repository of structured organic reaction records. The task is: describe an organic reaction: reactants, conditions, products, and yield Reactants: CO, Clc1cc(Cl)c(Cl)c(CBr)c1, N#C[Na], O. The product is N#CCc1cc(Cl)cc(Cl)c1Cl. RXN SMILES: [CH3:15][OH:16].[Cl:1][c:2]1[c:3]([CH2:10][Br:11])[cH:4][c:5]([Cl:9])[cH:6][c:7]1[Cl:8].[Na:12][C:13]#[N:14].[OH2:17]>>[Cl:1][c:2]1[c:3]([CH2:10][C:13]#[N:14])[cH:4][c:5]([Cl:9])[cH:6][c:7]1[Cl:8]. Starting materials: BrC1=CC=C(C=C1)C(C1=CC=C(C=C1)O)=C1CC(CC(C1)(C)C)(C)C (4-[(4-Bromophenyl)(3,3,5,5-tetramethylcyclohexylidene)methyl]phenol), CS(=O)(=O)C1=CC=C(C=C1)B(O)O (4-(methanesulphonyl)benzeneboronic acid), C(=O)([O-])[O-].[Na+].[Na+] (Na2CO3). The reagents and catalysts are C=1C=CC(=CC1)[P](C=2C=CC=CC2)(C=3C=CC=CC3)[Pd]([P](C=4C=CC=CC4)(C=5C=CC=CC5)C=6C=CC=CC6)([P](C=7C=CC=CC7)(C=8C=CC=CC8)C=9C=CC=CC9)[P](C=1C=CC=CC1)(C=1C=CC=CC1)C=1C=CC=CC1 (tetrakis(triphenylphosphine)palladium(0)). Run in COCCOC (ethylene glycol dimethyl ether). Product: CS(=O)(=O)C1=CC=C(C=C1)C1=CC=C(C=C1)C(C1=CC=C(C=C1)O)=C1CC(CC(C1)(C)C)(C)C (4-[[4′-(Methylsulfonyl)-4-biphenylyl](3,3,5,5-tetramethylcyclohexylidene)methyl]phenol). Isolated yield 45.3%. As a reaction SMILES: Br[C:2]1[CH:7]=[CH:6][C:5]([C:8](=[C:16]2[CH2:21][C:20]([CH3:23])([CH3:22])[CH2:19][C:18]([CH3:25])([CH3:24])[CH2:17]2)[C:9]2[CH:14]=[CH:13][C:12]([OH:15])=[CH:11][CH:10]=2)=[CH:4][CH:3]=1.[CH3:26][S:27]([C:30]1[CH:35]=[CH:34][C:33](B(O)O)=[CH:32][CH:31]=1)(=[O:29])=[O:28].C([O-])([O-])=O.[Na+].[Na+]>C1C=CC([P]([Pd]([P](C2C=CC=CC=2)(C2C=CC=CC=2)C2C=CC=CC=2)([P](C2C=CC=CC=2)(C2C=CC=CC=2)C2C=CC=CC=2)[P](C2C=CC=CC=2)(C2C=CC=CC=2)C2C=CC=CC=2)(C2C=CC=CC=2)C2C=CC=CC=2)=CC=1.COCCOC>[CH3:26][S:27]([C:30]1[CH:35]=[CH:34][C:33]([C:2]2[CH:3]=[CH:4][C:5]([C:8](=[C:16]3[CH2:17][C:18]([CH3:25])([CH3:24])[CH2:19][C:20]([CH3:23])([CH3:22])[CH2:21]3)[C:9]3[CH:10]=[CH:11][C:12]([OH:15])=[CH:13][CH:14]=3)=[CH:6][CH:7]=2)=[CH:32][CH:31]=1)(=[O:29])=[O:28] |f:2.3.4,^1:48,50,69,88|. Procedure: To a round-bottomed flask were added 4-[(4-bromophenyl)(3,3,5,5-tetramethylcyclohexylidene)methyl]phenol (14) (85% pure—contains 15% 3,3,5,5-tetramethylcyclohexanone) (0.117 g, 0.25 mmoL), 4-(methanesulphonyl)benzeneboronic acid (0.165 g, 0.82 mmoL), tetrakis(triphenylphosphine)palladium(0) (0.026 g, 0.023 mmoL), 2 M Na2CO3 (3 mL), and ethylene glycol dimethyl ether (8 mL). The stirred reaction mixture was heated at reflux under a nitrogen atmosphere for 3.5 h. The oil bath was removed and the r... The reactants are [Br-], [Br-], ClCCl, COCCOCOc1c(C(C)(C)C)cc(-c2n[nH]c(=S)s2)cc1C(C)(C)C, [Zn+2]. Yields the product CC(C)(C)c1cc(-c2n[nH]c(=S)s2)cc(C(C)(C)C)c1O. RXN SMILES: [Br-:31].[Br-:33].[CH2:28]([Cl:29])[Cl:30].[CH3:1][C:2]([CH3:3])([CH3:4])[c:5]1[cH:6][c:7](-[c:22]2[n:23][nH:24][c:25](=[S:27])[s:26]2)[cH:8][c:9]([C:18]([CH3:19])([CH3:20])[CH3:21])[c:10]1[O:11][CH2:12][O:13][CH2:14][CH2:15][O:16][CH3:17].[Zn+2:32]>>[CH3:1][C:2]([CH3:3])([CH3:4])[c:5]1[cH:6][c:7](-[c:22]2[n:23][nH:24][c:25](=[S:27])[s:26]2)[cH:8][c:9]([C:18]([CH3:19])([CH3:20])[CH3:21])[c:10]1[OH:11]. The reactants are O=C(Cc1ccc(F)cc1)Nc1nn2cccnc2c1Br, CC(C)(C)C=CB(O)O. Product: CC(C)(C)C=Cc1c(NC(=O)Cc2ccc(F)cc2)nn2cccnc12. RXN SMILES: [Br:1][c:2]1[c:3]([NH:11][C:12]([CH2:13][c:14]2[cH:15][cH:16][c:17]([F:20])[cH:18][cH:19]2)=[O:21])[n:4][n:5]2[c:6]1[n:7][cH:8][cH:9][cH:10]2.[CH3:22][C:23]([CH:24]=[CH:25][B:26]([OH:27])[OH:28])([CH3:29])[CH3:30]>>[c:2]1([CH:25]=[CH:24][C:23]([CH3:22])([CH3:29])[CH3:30])[c:3]([NH:11][C:12]([CH2:13][c:14]2[cH:15][cH:16][c:17]([F:20])[cH:18][cH:19]2)=[O:21])[n:4][n:5]2[c:6]1[n:7][cH:8][cH:9][cH:10]2. The reactants are C(C1=CC=CC=C1)N(C(CCl)=O)CCC(C1=CC=CC=C1)(C1=CC=CC=C1)O (N-benzyl-N-chloroacetyl-3-hydroxy-3,3-diphenylpropylamine), [H-].[Na+] (sodium hydride). Solvent: CN(C=O)C (dimethylformamide), CN(C=O)C (dimethylformamide). Product: C(C1=CC=CC=C1)N1C(COC(CC1)(C1=CC=CC=C1)C1=CC=CC=C1)=O (4-benzyl-3-oxo-7,7-diphenyl-hexahydro-1,4-oxazepine). As a reaction SMILES: [CH2:1]([N:8]([CH2:13][CH2:14][C:15]([OH:28])([C:22]1[CH:27]=[CH:26][CH:25]=[CH:24][CH:23]=1)[C:16]1[CH:21]=[CH:20][CH:19]=[CH:18][CH:17]=1)[C:9](=[O:12])[CH2:10]Cl)[C:2]1[CH:7]=[CH:6][CH:5]=[CH:4][CH:3]=1.[H-].[Na+]>CN(C)C=O>[CH2:1]([N:8]1[CH2:13][CH2:14][C:15]([C:22]2[CH:27]=[CH:26][CH:25]=[CH:24][CH:23]=2)([C:16]2[CH:21]=[CH:20][CH:19]=[CH:18][CH:17]=2)[O:28][CH2:10][C:9]1=[O:12])[C:2]1[CH:7]=[CH:6][CH:5]=[CH:4][CH:3]=1 |f:1.2|. Procedure: The solution of 19.3 g of N-benzyl-N-chloroacetyl-3-hydroxy-3,3-diphenylpropylamine in 150 ml of dimethylformamide is added dropwise to the suspension of 1.2 g of sodium hydride in 50 ml of dimethylformamide while stirring and cooling with an ice-bath. The mixture is allowed to warm up to room temperature, stirred for 15 hours and evaporated. The residue is partitioned between 150 ml methylene chloride and 50 ml of N hydrochloric acid, the organic layer separated, washed with water, dried, filte... The reactants are O=C(O[O-])c1cccc(Cl)c1, ClCCl, O=C(OCCSc1ccc([N+](=O)[O-])cn1)c1cccc(Cl)c1. The product is O=C(OCCS(=O)c1ccc([N+](=O)[O-])cn1)c1cccc(Cl)c1. Reaction SMILES: [Cl:23][c:24]1[cH:25][cH:26][cH:27][c:28]([C:29]([O:30][O-:32])=[O:31])[cH:33]1.[Cl:34][CH2:35][Cl:36].[N+:1](=[O:2])([O-:3])[c:4]1[cH:5][cH:6][c:7]([S:10][CH2:11][CH2:12][O:13][C:14]([c:15]2[cH:16][c:17]([Cl:21])[cH:18][cH:19][cH:20]2)=[O:22])[n:8][cH:9]1>>[N+:1](=[O:2])([O-:3])[c:4]1[cH:5][cH:6][c:7]([S:10]([CH2:11][CH2:12][O:13][C:14]([c:15]2[cH:16][c:17]([Cl:21])[cH:18][cH:19][cH:20]2)=[O:22])=[O:31])[n:8][cH:9]1. Starting materials: ClC1=CC=2C3=C(NC2C=C1)CC1(N(C3)C)CC1 (8′-chloro-2′-methyl-1′,2′,4′,5′-tetrahydrospiro[cyclopropane-1,3′-pyrido[4,3-b]indole]), FC(C1=NC=C(C=C1)C=C)(F)F (2-(trifluoromethyl)-5-vinylpyridine), [OH-].[K+] (KOH). Run in CN1CCCC1=O (NMP). Product: ClC1=CC=2C3=C(N(C2C=C1)CCC=1C=NC(=CC1)C(F)(F)F)CC1(N(C3)C)CC1 (8′-chloro-2′-methyl-5′-(2-(6-(trifluoromethyl)pyridin-3-yl)ethyl)-1′,2′,4′,5′-tetrahydrospiro[cyclopropane-1,3′-pyrido[4,3-b]indole]). As a reaction SMILES: [Cl:1][C:2]1[CH:10]=[CH:9][C:8]2[NH:7][C:6]3[CH2:11][C:12]4([CH2:17][CH2:16]4)[N:13]([CH3:15])[CH2:14][C:5]=3[C:4]=2[CH:3]=1.[F:18][C:19]([F:29])([F:28])[C:20]1[CH:25]=[CH:24][C:23]([CH:26]=[CH2:27])=[CH:22][N:21]=1.[OH-].[K+]>CN1C(=O)CCC1>[Cl:1][C:2]1[CH:10]=[CH:9][C:8]2[N:7]([CH2:27][CH2:26][C:23]3[CH:22]=[N:21][C:20]([C:19]([F:29])([F:18])[F:28])=[CH:25][CH:24]=3)[C:6]3[CH2:11][C:12]4([CH2:16][CH2:17]4)[N:13]([CH3:15])[CH2:14][C:5]=3[C:4]=2[CH:3]=1 |f:2.3|. Reported procedure: The title compound is prepared from a mixture of 8′-chloro-2′-methyl-1′,2′,4′,5′-tetrahydrospiro[cyclopropane-1,3′-pyrido[4,3-b]indole], 2-(trifluoromethyl)-5-vinylpyridine and KOH (5-7 equiv) in NMP at a temperature ranging between 25 deg C. to 100 deg C. The product obtained is isolated by preparative HPLC.